describe an organic reaction: reactants, conditions, products, and yield From a dataset of the Open Reaction Database (ORD), a public repository of structured organic reaction records. Starting materials: C(F)(F)(C(F)(F)C(F)(F)F)OC(F)C(F)(F)C(=O)OC (C3F7OCHFCF2COOCH3), [OH-].[NH4+] (ammonium hydroxide). Run in O (water). Product: C(F)(F)(C(F)(F)C(F)(F)F)OC(F)C(F)(F)C(=O)[O-].[NH4+] (C3F7OCHFCF2COONH4). As a reaction SMILES: [C:1]([O:11][CH:12]([C:14]([C:17]([O:19]C)=[O:18])([F:16])[F:15])[F:13])([C:4]([C:7]([F:10])([F:9])[F:8])([F:6])[F:5])([F:3])[F:2].[OH-].[NH4+:22]>O>[C:1]([O:11][CH:12]([C:14]([C:17]([O-:19])=[O:18])([F:16])[F:15])[F:13])([C:4]([C:7]([F:8])([F:10])[F:9])([F:6])[F:5])([F:3])[F:2].[NH4+:22] |f:1.2,4.5|. Procedure details: The procedure of Preparation 1 was followed except using 16.3 grams of C3F7OCHFCF2COOCH3 instead of the CF3O(CF2)3OCHFCF2COOCH3 and using 7 grams (50 mmol) of a 25% by weight ammonium hydroxide solution in water instead of potassium hydroxide. The reactants are COc1cc2nc(N3CCOCC3)nc(N3CCC(CCn4c(=O)[nH]c5ccc(C)cc5c4=O)CC3)c2cc1OC, CI, CN(C)C=O, [Cl-], [H-], [NH4+], [Na+]. Product: COc1cc2nc(N3CCOCC3)nc(N3CCC(CCn4c(=O)c5cc(C)ccc5n(C)c4=O)CC3)c2cc1OC. RXN SMILES: [CH3:1][O:2][c:3]1[cH:4][c:5]2[c:6]([N:21]3[CH2:22][CH2:23][CH:24]([CH2:27][CH2:28][n:29]4[c:30](=[O:41])[nH:31][c:32]5[cH:33][cH:34][c:35]([CH3:40])[cH:36][c:37]5[c:38]4=[O:39])[CH2:25][CH2:26]3)[n:7][c:8]([N:15]3[CH2:16][CH2:17][O:18][CH2:19][CH2:20]3)[n:9][c:10]2[cH:11][c:12]1[O:13][CH3:14].[CH3:44][I:45].[CH3:48][N:49]([CH3:50])[CH:51]=[O:52].[Cl-:46].[H-:42].[NH4+:47].[Na+:43]>>[CH3:1][O:2][c:3]1[cH:4][c:5]2[c:6]([N:21]3[CH2:22][CH2:23][CH:24]([CH2:27][CH2:28][n:29]4[c:30](=[O:41])[n:31]([CH3:44])[c:32]5[cH:33][cH:34][c:35]([CH3:40])[cH:36][c:37]5[c:38]4=[O:39])[CH2:25][CH2:26]3)[n:7][c:8]([N:15]3[CH2:16][CH2:17][O:18][CH2:19][CH2:20]3)[n:9][c:10]2[cH:11][c:12]1[O:13][CH3:14]. Reactants: O[C@H](C)[C@@H]1[C@@H]2N(C(=C([C@@H]2C)OP(=O)(C2=CC=CC=C2)C2=CC=CC=C2)C(=O)OCC2=CC=C(C=C2)[N+](=O)[O-])C1=O (4-nitrobenzyl (1R,5R,6S)-6-[(1R)-1-hydroxyethyl]-1-methyl-2-diphenylphosphoryloxy-1-carbapen-2-em-3-carboxylate), O[C@H](CC(=O)N[C@@H]1CN(CC1)C(=O)[C@H]1N(C[C@H](C1)S)C(=O)OCC1=CC=C(C=C1)[N+](=O)[O-])[C@H](CC1=CC=CC=C1)NC(=O)OCC1=CC=C(C=C1)[N+](=O)[O-] ((2S,4S)-2-[(3S)-3-[(3R,4S)-3-hydroxy-4-(4-nitrobenzyloxycarbonyl)amino-5-phenylpentanoylamino]-pyrrolidin-1-ylcarbonyl]-4-mercapto-1-(4-nitrobenzyloxycarbonyl)pyrrolidine). Product: O[C@H](C)[C@@H]1[C@@H]2N(C(=C([C@@H]2C)S[C@H]2C[C@H](N(C2)C(=O)OCC2=CC=C(C=C2)[N+](=O)[O-])C(=O)N2C[C@H](CC2)NC(C[C@H]([C@H](CC2=CC=CC=C2)NC(=O)OCC2=CC=C(C=C2)[N+](=O)[O-])O)=O)C(=O)OCC2=CC=C(C=C2)[N+](=O)[O-])C1=O (4-nitrobenzyl (1R,5S,6S)-6-[(1R)-1-hydroxyethyl)-2-[(2S,4S)-2-[(3S)-3-[(3R,4S)-3-hydroxy-4-(4-nitrobenzyloxycarbonyl)amino-5-phenylpentanoylamino]pyrrolidin-1-ylcarbonyl]-1-(4-nitrobenzyloxycarbonyl)-pyrrolidin-4-ylthio]-1-methyl-1-carbapen-2-em-3-carboxylate). The yield is 81.6%. RXN SMILES: [OH:1][C@@H:2]([C@H:4]1[C:39](=[O:40])[N:6]2[C:7]([C:26]([O:28][CH2:29][C:30]3[CH:35]=[CH:34][C:33]([N+:36]([O-:38])=[O:37])=[CH:32][CH:31]=3)=[O:27])=[C:8](OP(C3C=CC=CC=3)(C3C=CC=CC=3)=O)[C@H:9]([CH3:10])[C@H:5]12)[CH3:3].[OH:41][C@@H:42]([C@@H:73]([NH:81][C:82]([O:84][CH2:85][C:86]1[CH:91]=[CH:90][C:89]([N+:92]([O-:94])=[O:93])=[CH:88][CH:87]=1)=[O:83])[CH2:74][C:75]1[CH:80]=[CH:79][CH:78]=[CH:77][CH:76]=1)[CH2:43][C:44]([NH:46][C@H:47]1[CH2:51][CH2:50][N:49]([C:52]([C@@H:54]2[CH2:58][C@H:57]([SH:59])[CH2:56][N:55]2[C:60]([O:62][CH2:63][C:64]2[CH:69]=[CH:68][C:67]([N+:70]([O-:72])=[O:71])=[CH:66][CH:65]=2)=[O:61])=[O:53])[CH2:48]1)=[O:45]>>[OH:1][C@@H:2]([C@H:4]1[C:39](=[O:40])[N:6]2[C:7]([C:26]([O:28][CH2:29][C:30]3[CH:31]=[CH:32][C:33]([N+:36]([O-:38])=[O:37])=[CH:34][CH:35]=3)=[O:27])=[C:8]([S:59][C@@H:57]3[CH2:56][N:55]([C:60]([O:62][CH2:63][C:64]4[CH:65]=[CH:66][C:67]([N+:70]([O-:72])=[O:71])=[CH:68][CH:69]=4)=[O:61])[C@H:54]([C:52]([N:49]4[CH2:50][CH2:51][C@H:47]([NH:46][C:44](=[O:45])[CH2:43][C@@H:42]([OH:41])[C@@H:73]([NH:81][C:82]([O:84][CH2:85][C:86]5[CH:91]=[CH:90][C:89]([N+:92]([O-:94])=[O:93])=[CH:88][CH:87]=5)=[O:83])[CH2:74][C:75]5[CH:80]=[CH:79][CH:78]=[CH:77][CH:76]=5)[CH2:48]4)=[O:53])[CH2:58]3)[C@H:9]([CH3:10])[C@H:5]12)[CH3:3]. Procedure: By using 4-nitrobenzyl (1R,5R,6S)-6-[(1R)-1-hydroxyethyl]-1-methyl-2-diphenylphosphoryloxy-1-carbapen-2-em-3-carboxylate (1.40 g) and (2S,4S)-2-[(3S)-3-[(3R,4S)-3-hydroxy-4-(4-nitrobenzyloxycarbonyl)amino-5-phenylpentanoylamino]-pyrrolidin-1-ylcarbonyl]-4-mercapto-1-(4-nitrobenzyloxycarbonyl)pyrrolidine (1.80 g), reaction and purification were carried out in a similar manner to that described in Example 1-(1), whereby 4-nitrobenzyl (1R,5S,6S)-6-[(1R)-1-hydroxyethyl)-2-[(2S,4S)-2-[(3S)-3-[(3R,4S)... Starting materials: Cl.C(#N)C=1C=C(C(=O)NC2=CC(=C(C=C2)[C@H]2CNCCO2)F)C=C(N1)OC ((S)-2-Cyano-N-(3-fluoro-4-(morpholin-2-yl)phenyl)-6-methoxyisonicotinamide hydrochloride), C(C)(C)(C)OC(=O)N1C[C@@H](OCC1)C1=CC(=C(C=C1)N)F ((−)-(S)-2-(4-Amino-3-fluoro-phenyl)-morpholine-4-carboxylic acid tert-butyl ester). The product is Cl.C(#N)C=1C=C(C(=O)NC2=C(C=C(C=C2)[C@H]2CNCCO2)F)C=C(N1)OC ((S)-2-Cyano-N-(2-fluoro-4-(morpholin-2-yl)phenyl)-6-methoxyisonicotinamide hydrochloride). RXN SMILES: [ClH:1].[C:2]([C:4]1[CH:5]=[C:6]([CH:23]=[C:24]([O:26][CH3:27])[N:25]=1)[C:7]([NH:9][C:10]1[CH:15]=[CH:14][C:13]([C@@H:16]2[O:21][CH2:20][CH2:19][NH:18][CH2:17]2)=[C:12](F)[CH:11]=1)=[O:8])#[N:3].C(OC(N1CCO[C@@H](C2C=CC(N)=C([F:48])C=2)C1)=O)(C)(C)C>>[ClH:1].[C:2]([C:4]1[CH:5]=[C:6]([CH:23]=[C:24]([O:26][CH3:27])[N:25]=1)[C:7]([NH:9][C:10]1[CH:15]=[CH:14][C:13]([C@@H:16]2[O:21][CH2:20][CH2:19][NH:18][CH2:17]2)=[CH:12][C:11]=1[F:48])=[O:8])#[N:3] |f:0.1,3.4|. Procedure details: In analogy to example 83, step a) using 2-Cyano-6-methoxy-isonicotinic acid (described in example 107) instead of 2-(trifluoromethyl)-4-pyridinecarboxylic acid (CAS 131747-41-6) and (−)-(S)-2-(4-Amino-3-fluoro-phenyl)-morpholine-4-carboxylic acid tert-butyl ester (described in example 1 h) instead of (+)-(R)-2-(4-Amino-2-fluoro-phenyl)-morpholine-4-carboxylic acid tert-butyl ester.